Dataset: the Open Reaction Database (ORD), a public repository of structured organic reaction records. Task: describe an organic reaction: reactants, conditions, products, and yield Starting materials: CC1(C)CC(C)(C)CC(O)(C#Cc2ccccn2)C1, CCOC(C)=O, O=P(Cl)(Cl)Cl, c1ccncc1. Product: CC1(C)C=C(C#Cc2ccccn2)CC(C)(C)C1. RXN SMILES: [CH3:1][C:2]1([CH3:19])[CH2:3][C:4]([OH:10])([C:11]#[C:12][c:13]2[n:14][cH:15][cH:16][cH:17][cH:18]2)[CH2:5][C:6]([CH3:8])([CH3:9])[CH2:7]1.[CH3:25][CH2:26][O:27][C:28](=[O:29])[CH3:30].[P:20]([Cl:21])([Cl:22])([Cl:23])=[O:24].[cH:31]1[cH:32][cH:33][n:34][cH:35][cH:36]1>>[CH3:1][C:2]1([CH3:19])[CH:3]=[C:4]([C:11]#[C:12][c:13]2[n:14][cH:15][cH:16][cH:17][cH:18]2)[CH2:5][C:6]([CH3:8])([CH3:9])[CH2:7]1. Reactants: CCO, [Na+], O=C([O-])O, CC12CC(=O)C3C(CCC4CC5OC5CC43C)C1CCC2=O, O=S(=O)(O)O. The product is CCOC1CC2(C)C(CCC3C4CCC(=O)C4(C)CC(=O)C32)CC1O. Reaction SMILES: [CH3:33][CH2:34][OH:35].[Na+:32].[O-:28][C:29]([OH:30])=[O:31].[O:1]1[CH:2]2[CH:3]1[CH2:4][CH:5]1[CH2:6][CH2:7][CH:8]3[CH:9]4[CH2:10][CH2:11][C:12](=[O:22])[C:13]4([CH3:14])[CH2:15][C:16](=[O:21])[CH:17]3[C:18]1([CH3:20])[CH2:19]2.[S:23](=[O:24])(=[O:25])([OH:26])[OH:27]>>[OH:1][CH:3]1[CH:2]([O:35][CH2:34][CH3:33])[CH2:19][C:18]2([CH3:20])[CH:5]([CH2:4]1)[CH2:6][CH2:7][CH:8]1[CH:9]3[CH2:10][CH2:11][C:12](=[O:22])[C:13]3([CH3:14])[CH2:15][C:16](=[O:21])[CH:17]12. The reactants are CCc1c(Br)cccc1Br, O=C1CCN(Cc2ccccc2)CC1, C1CCOC1, [Li]CCCC, [Cl-], [NH4+]. The product is CCc1c(Br)cccc1C1(O)CCN(Cc2ccccc2)CC1. Reaction SMILES: [Br:1][c:2]1[c:3]([CH2:9][CH3:10])[c:4]([Br:8])[cH:5][cH:6][cH:7]1.[CH2:16]([c:17]1[cH:18][cH:19][cH:20][cH:21][cH:22]1)[N:23]1[CH2:24][CH2:25][C:26](=[O:29])[CH2:27][CH2:28]1.[CH2:32]1[O:33][CH2:34][CH2:35][CH2:36]1.[CH3:11][CH2:12][CH2:13][CH2:14][Li:15].[Cl-:30].[NH4+:31]>>[c:2]1([C:26]2([OH:29])[CH2:25][CH2:24][N:23]([CH2:16][c:17]3[cH:18][cH:19][cH:20][cH:21][cH:22]3)[CH2:28][CH2:27]2)[c:3]([CH2:9][CH3:10])[c:4]([Br:8])[cH:5][cH:6][cH:7]1. Reaction SMILES: [C:1]1([C:7]2[NH:11][N:10]=[C:9]([C:12]([NH:14][CH2:15][C:16]([OH:18])=O)=[O:13])[CH:8]=2)[CH:6]=[CH:5][CH:4]=[CH:3][CH:2]=1.CCN(C(C)C)C(C)C.C1C=CC2N(O)N=NC=2C=1.CCN=C=NCCCN(C)C.Cl.Cl.[Cl:51][C:52]1[CH:64]=[CH:63][CH:62]=[CH:61][C:53]=1[O:54][CH:55]1[CH2:60][CH2:59][NH:58][CH2:57][CH2:56]1>CN(C=O)C.O>[Cl:51][C:52]1[CH:64]=[CH:63][CH:62]=[CH:61][C:53]=1[O:54][CH:55]1[CH2:60][CH2:59][N:58]([C:16](=[O:18])[CH2:15][NH:14][C:12]([C:9]2[CH:8]=[C:7]([C:1]3[CH:2]=[CH:3][CH:4]=[CH:5][CH:6]=3)[NH:11][N:10]=2)=[O:13])[CH2:57][CH2:56]1 |f:3.4,5.6|. Procedure: To a stirred solution of [(5-phenyl-1H-pyrazole-3-carbonyl)-amino]-acetic acid (0.038 g, 0.00013 mol) in DMF (2 mL) was added DIPEA (0.0872 g, 0.00067 mol), HOBt (0.023 g, 0.00017 mol) and EDCI.HCl (0.0325 g, 0.00017 mol) at ambient temperature. After 2 minutes 4-(2-chlorophenoxy)-piperidine hydrochloride (0.03347 g, 0.00013 mol) was added and the resulting mixture was stirred overnight. The reaction mixture was then diluted with cold water. The resulting precipitate was isolated by filtration a... Run in CN(C)C=O (DMF), O (water). Product: ClC1=C(OC2CCN(CC2)C(CNC(=O)C2=NNC(=C2)C2=CC=CC=C2)=O)C=CC=C1 (5-phenyl-1H-pyrazole-3-carboxylic acid {2-[4-(2-chloro-phenoxy)-piperidin-1-yl]-2-oxo-ethyl}-amide). Starting materials: Cl.ClC1=C(OC2CCNCC2)C=CC=C1 (4-(2-chlorophenoxy)-piperidine hydrochloride), C1(=CC=CC=C1)C1=CC(=NN1)C(=O)NCC(=O)O ([(5-phenyl-1H-pyrazole-3-carbonyl)-amino]-acetic acid), CCN(C(C)C)C(C)C (DIPEA), C=1C=CC2=C(C1)N=NN2O (HOBt), CCN=C=NCCCN(C)C.Cl (EDCI.HCl). Run at time 8 hour. Yield: 90.6%.